From a dataset of the Open Reaction Database (ORD), a public repository of structured organic reaction records. describe an organic reaction: reactants, conditions, products, and yield Reactants: N1=CN=C2N=CNC2=C1N (adenine), O=C[C@H](O)[C@@H](O)[C@H](O)[C@H](O)CO (glucose). Run at time 24 hour. Yields the product OC[C@H](O)[C@@H](O)[C@H](O)[C@H](O)CO (sorbitol). RXN SMILES: N1C(N)=C2C(N=CN2)=NC=1.[O:11]=[CH:12][C@@H:13]([C@H:15]([C@@H:17]([C@@H:19]([CH2:21][OH:22])[OH:20])[OH:18])[OH:16])[OH:14]>>[OH:22][CH2:21][C@@H:19]([C@H:17]([C@@H:15]([C@@H:13]([CH2:12][OH:11])[OH:14])[OH:16])[OH:18])[OH:20]. Reported procedure: Yeast (Zygosaccharomyces rouxii (obtained form Institute for Fermentation)) was inoculated in 5 ml of YPAD liquid culture medium (containing 10 g/liter of yeast extract, 20 g/liter of polypeptone, 0.4 g/liter of adenine and 20 g/liter of glucose), and was cultivated at 30° C. for 24 hours. The culture solution was centrifuged at 6,900×g for 3 minutes at 20° C. to collect the cells (hereinafter, the cells were collected under the same conditions). The obtained cells were suspended in 2 ml of a so... Starting materials: C(C(C)(C)C)N1C(C2(CC(C1=O)C2)C2=CC=C(C=C2)[N+](=O)[O-])=O (3-neopentyl-1-(4-nitrophenyl)-3-azabicyclo[3.1.1]heptane-2,4-dione), C(C)OCC (diethyl ether). Reagents/catalysts: [Pd] (palladium-on-carbon). Run in C(C)(=O)OCC (ethyl acetate). Product: NC1=CC=C(C=C1)C12C(N(C(C(C1)C2)=O)CC(C)(C)C)=O (1-(4-aminophenyl)-3-neopentyl-3-azabicyclo[3.1.1]heptane-2,4-dione). As a reaction SMILES: [CH2:1]([N:6]1[C:11](=[O:12])[CH:10]2[CH2:13][C:8]([C:14]3[CH:19]=[CH:18][C:17]([N+:20]([O-])=O)=[CH:16][CH:15]=3)([CH2:9]2)[C:7]1=[O:23])[C:2]([CH3:5])([CH3:4])[CH3:3].C(OCC)C>C(OCC)(=O)C.[Pd]>[NH2:20][C:17]1[CH:16]=[CH:15][C:14]([C:8]23[CH2:9][CH:10]([CH2:13]2)[C:11](=[O:12])[N:6]([CH2:1][C:2]([CH3:4])([CH3:3])[CH3:5])[C:7]3=[O:23])=[CH:19][CH:18]=1. Procedure: In a manner analogous to that described in Example 1a, 4.1 g of 3-neopentyl-1-(4-nitrophenyl)-3-azabicyclo[3.1.1]heptane-2,4-dione are dissolved in 80 ml of ethyl acetate, hydrogenated in the presence of 0.4 g of 5% palladium-on-carbon and worked up. Melting point 141.5°-143° (from diethyl ether). The product is CN=S(=O)(C1=CC=C(C=C1)[N+](=O)[O-])C ((RS)—N,S-dimethyl-S-(4-nitrophenyl)sulfoximide). Reaction conditions: temperature 100 celsius, time 22 hour. Starting materials: [N+](=O)([O-])C1=CC=C(C=C1)S(=O)(=N)C ((RS)—S-(4-nitrophenyl)-S-methylsulfoximide), C=O (formaldehyde). Procedure: 500 mg (2.5 mmol) (RS)—S-(4-nitrophenyl)-S-methylsulfoximide in 4 ml formaldehyde (aqueous, 37%) and 20 ml formic acid (98-100%) are stirred in the open flask at 100° C. After 22 hours, the solvent is evaporated, the mixture is treated again with 4 ml formaldehyde (aqueous, 37%) and 20 ml formic acid (98-100%) and stirred for a further 22 hours at 100° C. Residues of the solvent are removed on the rotary evaporator. The remaining residue is dissolved with 2N HCl and extracted with dichloromethan... Reaction SMILES: [N+:1]([C:4]1[CH:9]=[CH:8][C:7]([S:10]([CH3:13])(=[NH:12])=[O:11])=[CH:6][CH:5]=1)([O-:3])=[O:2].[CH2:14]=O>C(O)=O>[CH3:14][N:12]=[S:10]([CH3:13])([C:7]1[CH:6]=[CH:5][C:4]([N+:1]([O-:3])=[O:2])=[CH:9][CH:8]=1)=[O:11]. Solvent: C(=O)O (formic acid).